Dataset: the Open Reaction Database (ORD), a public repository of structured organic reaction records. Task: describe an organic reaction: reactants, conditions, products, and yield Reactants: C(C)(C)(C)OC(=O)N1CCC(CC1)C(C)N1C(=C(C2=C1N=CN=C2)C(=O)[O-])C (7-(1-(1-(tert-butoxycarbonyl)piperidin-4-yl)ethyl)-6-methyl-7H-pyrrolo[2,3-d]pyrimidine-5-carboxylate), [H][H] (hydrogen), Intermediate 9, C(C)(C)(C)OC(=O)N1CCC(CC1)C(C)N1C(=C(C2=C1N=C(N=C2)Cl)C(=O)OCC)C (ethyl 7-(1-(1-(tert-butoxycarbonyl)piperidin-4-yl)ethyl)-2-chloro-6-methyl-7H-pyrrolo[2,3-d]pyrimidine-5-carboxylate). Reagents/catalysts: [Pd] (Pd/C). Solvent: CO (methanol). The product is C(C)(C)(C)OC(=O)N1CCC(CC1)C(C)N1C(=C(C2=C1N=CN=C2)C(=O)OCC)C (ethyl 7-(1-(1-(tert-butoxycarbonyl)piperidin-4-yl)ethyl)-6-methyl-7H-pyrrolo[2,3-d]pyrimidine-5-carboxylate). The yield is 75.0%. RXN SMILES: C(OC(N1CCC(C(N2C3N=CN=CC=3C(C([O-])=O)=C2C)C)CC1)=O)(C)(C)C.[C:29]([O:33][C:34]([N:36]1[CH2:41][CH2:40][CH:39]([CH:42]([N:44]2[C:48]3[N:49]=[C:50](Cl)[N:51]=[CH:52][C:47]=3[C:46]([C:54]([O:56][CH2:57][CH3:58])=[O:55])=[C:45]2[CH3:59])[CH3:43])[CH2:38][CH2:37]1)=[O:35])([CH3:32])([CH3:31])[CH3:30].[H][H]>CO.[Pd]>[C:29]([O:33][C:34]([N:36]1[CH2:37][CH2:38][CH:39]([CH:42]([N:44]2[C:48]3[N:49]=[CH:50][N:51]=[CH:52][C:47]=3[C:46]([C:54]([O:56][CH2:57][CH3:58])=[O:55])=[C:45]2[CH3:59])[CH3:43])[CH2:40][CH2:41]1)=[O:35])([CH3:31])([CH3:32])[CH3:30]. Procedure: tethyl 7-(1-(1-(tert-butoxycarbonyl)piperidin-4-yl)ethyl)-6-methyl-7H-pyrrolo[2,3-d]pyrimidine-5-carboxylate, Intermediate 9. A mixture of compound ethyl 7-(1-(1-(tert-butoxycarbonyl)piperidin-4-yl)ethyl)-2-chloro-6-methyl-7H-pyrrolo[2,3-d]pyrimidine-5-carboxylate (75 mg, 0.16 mmol) and Pd/C(10 mg) in methanol (10 mL) was stirred under 50 psi of hydrogen at room temperature overnight. The reaction mixture was filtered and the filtrate was concentrated to give product ethyl 7-(1-(1-(tert-butoxyca... Reactants: CC1(C)C2CCC1(CS(=O)(=O)O)C(=O)C2, CCN1CCCOc2cc(N)c(F)cc21, CC(C)O, CS(=O)(=O)NC1CCCCC1Nc1nc(Cl)ncc1Cl, ClCCl. The product is CCN1CCCOc2cc(Nc3ncc(Cl)c(NC4CCCCC4NS(C)(=O)=O)n3)c(F)cc21. RXN SMILES: [C:1]12([CH2:2][S:3]([OH:4])(=[O:5])=[O:6])[C:7]([CH3:8])([CH3:9])[CH:10]([CH2:11][CH2:12]1)[CH2:13][C:14]2=[O:15].[CH2:16]([CH3:17])[N:18]1[CH2:19][CH2:20][CH2:21][O:22][c:23]2[c:24]1[cH:25][c:26]([F:30])[c:27]([NH2:29])[cH:28]2.[CH:54]([OH:55])([CH3:56])[CH3:57].[Cl:31][c:32]1[n:33][cH:34][c:35]([Cl:50])[c:36]([NH:38][CH:39]2[CH:40]([NH:45][S:46](=[O:47])(=[O:48])[CH3:49])[CH2:41][CH2:42][CH2:43][CH2:44]2)[n:37]1.[Cl:51][CH2:52][Cl:53]>>[CH2:16]([CH3:17])[N:18]1[CH2:19][CH2:20][CH2:21][O:22][c:23]2[c:24]1[cH:25][c:26]([F:30])[c:27]([NH:29][c:32]1[n:33][cH:34][c:35]([Cl:50])[c:36]([NH:38][CH:39]3[CH:40]([NH:45][S:46](=[O:47])(=[O:48])[CH3:49])[CH2:41][CH2:42][CH2:43][CH2:44]3)[n:37]1)[cH:28]2.